The task is: describe an organic reaction: reactants, conditions, products, and yield. This data is from the Open Reaction Database (ORD), a public repository of structured organic reaction records. Reactants: N#Cc1n[nH]c2ccccc12, CI, CN(C)C=O, [H-], [Na+]. Product: Cn1nc(C#N)c2ccccc21. As a reaction SMILES: [C:3](#[N:4])[c:5]1[n:6][nH:7][c:8]2[cH:9][cH:10][cH:11][cH:12][c:13]12.[CH3:14][I:15].[CH3:16][N:17]([CH3:18])[CH:19]=[O:20].[H-:1].[Na+:2]>>[C:3](#[N:4])[c:5]1[n:6][n:7]([CH3:14])[c:8]2[cH:9][cH:10][cH:11][cH:12][c:13]12. The reactants are C(C)OC(C1=CC=CC=C1)=C1C(NC2=CC=C(C=C12)[N+](=O)[O-])=O (3-(1-ethoxy-1-phenyl-methylidene)-5-nitro-2-indolinone), C(C)(C)(C)OC(=O)N(C)CC1=CC=C(N)C=C1 (4-(N-tert.butoxycarbonyl-N-methyl-amino)methyl-aniline). Solvent: CN(C)C=O (DMF). The product is C(C)(C)(C)OC(=O)N(C)CC1=CC=C(C=C1)N\C(\C1=CC=CC=C1)=C\1/C(NC2=CC=C(C=C12)[N+](=O)[O-])=O ((Z)-3-{1-[4-(N-tert.butoxycarbonyl-N-methyl-aminomethyl)-phenylamino]-1-phenyl-methylidene}-5-nitro-2-indolinone). As a reaction SMILES: C(O[C:4](=[C:11]1[C:19]2[C:14](=[CH:15][CH:16]=[C:17]([N+:20]([O-:22])=[O:21])[CH:18]=2)[NH:13][C:12]1=[O:23])[C:5]1[CH:10]=[CH:9][CH:8]=[CH:7][CH:6]=1)C.[C:24]([O:28][C:29]([N:31]([CH2:33][C:34]1[CH:40]=[CH:39][C:37]([NH2:38])=[CH:36][CH:35]=1)[CH3:32])=[O:30])([CH3:27])([CH3:26])[CH3:25]>CN(C=O)C>[C:24]([O:28][C:29]([N:31]([CH2:33][C:34]1[CH:40]=[CH:39][C:37]([NH:38]/[C:4](=[C:11]2\[C:12](=[O:23])[NH:13][C:14]3[C:19]\2=[CH:18][C:17]([N+:20]([O-:22])=[O:21])=[CH:16][CH:15]=3)/[C:5]2[CH:10]=[CH:9][CH:8]=[CH:7][CH:6]=2)=[CH:36][CH:35]=1)[CH3:32])=[O:30])([CH3:27])([CH3:25])[CH3:26]. Procedure details: Prepared analogously to Example 89 from 3-(1-ethoxy-1-phenyl-methylidene)-5-nitro-2-indolinone and 4-(N-tert.butoxycarbonyl-N-methyl-amino)methyl-aniline in DMF. Reactants: FC1(C(C=C1OC=1C=C(C(=O)OC)C=CC1OC)=C)F (methyl 3-(4,4-difluoro-3-methylenecyclobut-1-enyloxy)-4-methoxybenzoate), C([O-])([O-])=O.[K+].[K+] (potassium carbonate). Run in CO (methanol), O (water). The product is FC1(C(C=C1OC=1C=C(C(=O)O)C=CC1OC)=C)F (3-(4,4-difluoro-3-methylene- cyclobut-1-enyloxy)-4-methoxybenzoic acid). Reaction SMILES: [F:1][C:2]1([F:20])[C:5]([O:6][C:7]2[CH:8]=[C:9]([CH:14]=[CH:15][C:16]=2[O:17][CH3:18])[C:10]([O:12]C)=[O:11])=[CH:4][C:3]1=[CH2:19].C(=O)([O-])[O-].[K+].[K+]>CO.O>[F:1][C:2]1([F:20])[C:5]([O:6][C:7]2[CH:8]=[C:9]([CH:14]=[CH:15][C:16]=2[O:17][CH3:18])[C:10]([OH:12])=[O:11])=[CH:4][C:3]1=[CH2:19] |f:1.2.3|. Procedure details: A solution of methyl 3-(4,4-difluoro-3-methylenecyclobut-1-enyloxy)-4-methoxybenzoate (1.39 g) in methanol (22 mL) is treated with a solution of potassium carbonate (0.83 g) in water (8 mL) and the solution is heated at 60°-70° C. for 8 hours, cooled and evaporated. The residue is dissolved in water (30 mL), extracted with diethyl ether (50 mL) and acidified to pH 4 by treatment with glacial acetic acid. The precipitated solid is extracted with ethyl acetate (2×75 mL). The combined organic extra... Reactants: C(C)OC(=O)C=1C(=C2C(=NC1)N(N=C2)CC)OCC (4-Ethoxy-1-ethyl-1H-pyrazolo[3,4-b]pyridine-5-carboxylic acid ethyl ester), [OH-].[K+] (potassium hydroxide). Run in C(C)O (ethanol). Product: C(C)OC1=C2C(=NC=C1C(=O)O)N(N=C2)CC (4-Ethoxy-1-ethyl-1H-pyrazolo[3,4-b]pyridine-5-carboxylic acid). Reaction SMILES: C([O:3][C:4]([C:6]1[C:7]([O:17][CH2:18][CH3:19])=[C:8]2[CH:14]=[N:13][N:12]([CH2:15][CH3:16])[C:9]2=[N:10][CH:11]=1)=[O:5])C.[OH-].[K+]>C(O)C>[CH2:18]([O:17][C:7]1[C:6]([C:4]([OH:5])=[O:3])=[CH:11][N:10]=[C:9]2[N:12]([CH2:15][CH3:16])[N:13]=[CH:14][C:8]=12)[CH3:19] |f:1.2|. Procedure details: 263 g. of 4-Ethoxy-1-ethyl-1H-pyrazolo[3,4-b]pyridine-5-carboxylic acid ethyl ester (1 mol.) are heated with a solution of 114 g. of potassium hydroxide (2 mol.) in 1 liter of ethanol at 60° for 12 hours. After this time, the solvent is removed in vacuo and the residue is dissolved in 1.5 liters of water. After acidifying with acetic acid, 4-ethoxy-1-ethyl-1H-pyrazolo[3,4-b]pyridine-5-carboxylic acid precipitates. Recrystallization from alcohol yields 215 g. (91%), m.p. 198°-199°. Reactants: C1(=CC=CC2=CC=CC=C12)CCC=O (3-(1-naphthyl)propionaldehyde), ice water, C(CC(=O)C)(=O)OCC (ethyl acetoacetate), [H-].[Na+] (sodium hydride), C(CCC)[Li] (n-butyllithium), Cl (hydrochloric acid). Solvent: O1CCCC1 (tetrahydrofuran), CCCCCC (n-hexane), O1CCCC1 (tetrahydrofuran), O1CCCC1 (tetrahydrofuran). Reaction conditions: temperature -60 celsius. Product: OC(CC(CC(=O)OCC)=O)CCC1=CC=CC2=CC=CC=C12 (ethyl 5-hydroxy-7-(1-naphthyl)-3-oxoheptanoate). Isolated yield 38.6%. As a reaction SMILES: [C:1]([O:7][CH2:8][CH3:9])(=[O:6])[CH2:2][C:3]([CH3:5])=[O:4].[H-].[Na+].C([Li])CCC.[C:17]1([CH2:27][CH2:28][CH:29]=[O:30])[C:26]2[C:21](=[CH:22][CH:23]=[CH:24][CH:25]=2)[CH:20]=[CH:19][CH:18]=1.Cl>O1CCCC1.CCCCCC>[OH:30][CH:29]([CH2:28][CH2:27][C:17]1[C:26]2[C:21](=[CH:22][CH:23]=[CH:24][CH:25]=2)[CH:20]=[CH:19][CH:18]=1)[CH2:5][C:3](=[O:4])[CH2:2][C:1]([O:7][CH2:8][CH3:9])=[O:6] |f:1.2|. Procedure details: A solution of 5.2 g (0.04 mole) of ethyl acetoacetate in a small quantity of anhydrous tetrahydrofuran was added dropwise to 1.2 g (0.04 mole) of sodium hydride (in the form of a 55% w/w suspension in oil) in 100 ml of anhydrious tetrahydrofuran, with ice-cooling and stirring. The mixture was then stirred for 30 minutes. after which it was cooled to a temperature of from -10° C. to -5° C. To the mixture were added dropwise 30 ml of an n-hexane solution containing 0.04 mole of n-butyllithium. The... The product is FC1=C(C=CC(=C1)F)NC(=O)C1=CC=CC(=N1)OC1=CC(=CC=C1)Cl (N-(2,4-difluorophenyl)-2-(3-chlorophenoxy)-6-pyridinecarboxamide). Reactants: FC1=C(C=CC(=C1)F)NC(=O)C1=CC=CC(=N1)Cl (N-(2,4-difluorophenyl)-2-chloro-6-pyridinecarboxamide), C=1(C(=CC=CC1)C)C (xylene), O (water), N1=CC=CC=C1 (Pyridine), C=1(C(=CC=CC1)C)C (xylene), cuprous chloride, Cl (hydrochloric acid). RXN SMILES: N1C=CC=CC=1.[F:7][C:8]1[CH:13]=[C:12]([F:14])[CH:11]=[CH:10][C:9]=1[NH:15][C:16]([C:18]1[N:23]=[C:22](Cl)[CH:21]=[CH:20][CH:19]=1)=[O:17].[OH2:25].[ClH:26].[C:27]1(C)[C:28](C)=[CH:29][CH:30]=[CH:31][CH:32]=1>>[F:7][C:8]1[CH:13]=[C:12]([F:14])[CH:11]=[CH:10][C:9]=1[NH:15][C:16]([C:18]1[N:23]=[C:22]([O:25][C:32]2[CH:31]=[CH:30][CH:29]=[C:28]([Cl:26])[CH:27]=2)[CH:21]=[CH:20][CH:19]=1)=[O:17]. Reported procedure: A solution of sodium methoxide (from 0.26 g sodium in 10 ml methanol) was added to a solution of 3-chlorophenol (1.4 g) in xylene (20 ml). The solvents were evaporated in vacuo to give the dry sodium phenolate. Pyridine (10 ml) and xylene (20 ml) were added, followed by cuprous chloride (0.3 g) and the mixture heated to reflux. A solution of N-(2,4-difluorophenyl)-2-chloro-6-pyridinecarboxamide (2.6 g) in xylene (10 ml) was added dropwise and the mixture refluxed for a further 13 hours. After co...